From a dataset of the Open Reaction Database (ORD), a public repository of structured organic reaction records. describe an organic reaction: reactants, conditions, products, and yield Reactants: BrC(C(OC1=CC=C(C(=O)Cl)C=C1)(F)F)(F)F (4(2-bromo-tetrafluoroethoxy)benzoyl chloride), [OH-].[NH4+] (ammonium hydroxide). Product: BrC(C(OC1=CC=C(C(=O)N)C=C1)(F)F)(F)F (4-(2-bromotetrafluoroethoxy)benzamide). Isolated yield 99.0%. RXN SMILES: [Br:1][C:2]([F:17])([F:16])[C:3]([F:15])([F:14])[O:4][C:5]1[CH:13]=[CH:12][C:8]([C:9](Cl)=[O:10])=[CH:7][CH:6]=1.[OH-].[NH4+:19]>>[Br:1][C:2]([F:17])([F:16])[C:3]([F:15])([F:14])[O:4][C:5]1[CH:13]=[CH:12][C:8]([C:9]([NH2:19])=[O:10])=[CH:7][CH:6]=1 |f:1.2|. Procedure details: 4-(2-Bromotetrafluoroethoxy)benzoic acid prepared as in Example 18 (26.6 g, 0.083 mol) is transferred to a 250 mL round-bottomed flask along with 150 mL of methylene chloride oxalyl chloride (11.64 g, 0.92 mol) is added and the mixture is stirred under nitrogen overnight to form a turbid solution which is concentrated by rotary evaporation and distilled at 80°-90° C./0.1 mmHg to yield 20.88 g of 4(2-bromo-tetrafluoroethoxy)benzoyl chloride as a colorless liquid, leaving 6.16 g of unreacted acid ... Reactants: COC(N[C@H](C(=O)N1[C@@H](C[C@@H](C1)C)C=1NC2=C(N1)C1=CC=C(C=C1C=C2)B2OC(C(O2)(C)C)(C)C)C2CCOCC2)=O ([(S)-2-{(2S,4S)-4-methyl-2-[7-(4,4,5,5-tetramethyl-1,3,2-dioxaborolan-2-yl)-3H-naphth[1,2-d]imidazol-2-yl]-pyrrolidin-1-yl}-2-oxo-1-(tetrahydro-pyran-4-yl)-ethyl]-carbamic acid methyl ester), C(C)(C)(C)OC(=O)N1C[C@H](N(CC1)C1=NC=C(C=C1)C(NC1=C(C=C(C(=C1)OC(F)(F)F)Br)Cl)=O)C ((R)-4-[5-(4-bromo-2-chloro-5-trifluoromethoxy-phenylcarbamoyl)-pyridin-2-yl]-3-methyl-piperazine-1-carboxylic acid tert-butyl ester), O (water), C([O-])([O-])=O.[K+].[K+] (potassium carbonate). Reagents/catalysts: C1=CC=C(C=C1)P([C-]2C=CC=C2)C3=CC=CC=C3.C1=CC=C(C=C1)P([C-]2C=CC=C2)C3=CC=CC=C3.Cl[Pd]Cl.[Fe+2].C(Cl)Cl (Pd(dppf)Cl2 CH2Cl2). Run in C1(=CC=CC=C1)C (toluene). Run at temperature 90 celsius. The product is C(C)(C)(C)OC(=O)N1C[C@H](N(CC1)C1=NC=C(C=C1)C(NC1=C(C=C(C(=C1)OC(F)(F)F)C=1C=C2C=CC3=C(N=C(N3)[C@H]3N(C[C@H](C3)C)C([C@H](C3CCOCC3)NC(=O)OC)=O)C2=CC1)Cl)=O)C ((R)-4-{5-[2-Chloro-4-(2-{(2S,4S)-1-[(S)-2-methoxycarbonylamino-2-(tetrahydro-pyran-4-yl)-acetyl]-4-methyl-pyrrolidin-2-yl}-3H-naphtho[1,2-d]imidazol-7-yl)-5-trifluoromethoxy-phenylcarbamoyl]-pyridin-2-yl}-3-methyl-piperazine-1-carboxylic acid tert-butyl ester). The yield is 92.4%. Reaction SMILES: [CH3:1][O:2][C:3](=[O:42])[NH:4][C@@H:5]([CH:36]1[CH2:41][CH2:40][O:39][CH2:38][CH2:37]1)[C:6]([N:8]1[CH2:12][C@@H:11]([CH3:13])[CH2:10][C@H:9]1[C:14]1[NH:15][C:16]2[CH:26]=[CH:25][C:24]3[C:19](=[CH:20][CH:21]=[C:22](B4OC(C)(C)C(C)(C)O4)[CH:23]=3)[C:17]=2[N:18]=1)=[O:7].[C:43]([O:47][C:48]([N:50]1[CH2:55][CH2:54][N:53]([C:56]2[CH:61]=[CH:60][C:59]([C:62](=[O:77])[NH:63][C:64]3[CH:69]=[C:68]([O:70][C:71]([F:74])([F:73])[F:72])[C:67](Br)=[CH:66][C:65]=3[Cl:76])=[CH:58][N:57]=2)[C@H:52]([CH3:78])[CH2:51]1)=[O:49])([CH3:46])([CH3:45])[CH3:44].O.C(=O)([O-])[O-].[K+].[K+]>C1(C)C=CC=CC=1.C1C=CC(P(C2C=CC=CC=2)[C-]2C=CC=C2)=CC=1.C1C=CC(P(C2C=CC=CC=2)[C-]2C=CC=C2)=CC=1.Cl[Pd]Cl.[Fe+2].C(Cl)Cl>[C:43]([O:47][C:48]([N:50]1[CH2:55][CH2:54][N:53]([C:56]2[CH:61]=[CH:60][C:59]([C:62](=[O:77])[NH:63][C:64]3[CH:69]=[C:68]([O:70][C:71]([F:74])([F:73])[F:72])[C:67]([C:22]4[CH:23]=[C:24]5[C:19](=[CH:20][CH:21]=4)[C:17]4[N:18]=[C:14]([C@@H:9]6[CH2:10][C@H:11]([CH3:13])[CH2:12][N:8]6[C:6](=[O:7])[C@@H:5]([NH:4][C:3]([O:2][CH3:1])=[O:42])[CH:36]6[CH2:41][CH2:40][O:39][CH2:38][CH2:37]6)[NH:15][C:16]=4[CH:26]=[CH:25]5)=[CH:66][C:65]=3[Cl:76])=[CH:58][N:57]=2)[C@H:52]([CH3:78])[CH2:51]1)=[O:49])([CH3:46])([CH3:45])[CH3:44] |f:3.4.5,7.8.9.10.11|. Procedure: To a mixture of [(S)-2-{(2S,4S)-4-methyl-2-[7-(4,4,5,5-tetramethyl-1,3,2-dioxaborolan-2-yl)-3H-naphth[1,2-d]imidazol-2-yl]-pyrrolidin-1-yl}-2-oxo-1-(tetrahydro-pyran-4-yl)-ethyl]-carbamic acid methyl ester (80 mg, 0.10 mmol; Preparation 23) and (R)-4-[5-(4-bromo-2-chloro-5-trifluoromethoxy-phenylcarbamoyl)-pyridin-2-yl]-3-methyl-piperazine-1-carboxylic acid tert-butyl ester (85 mg, 0.14 mmol) dissolved in toluene (0.92 mL) and water (0.34 mL) was added potassium carbonate (103 mg, 0.75 mmol). Th... Starting materials: Cl (hydrochloric acid), C(C1=CC=CC=C1)OC(=O)N1CCC(CC1)OC1=CC=C(C=C1)C=C1C(NC(S1)=O)=O (5-[4-[1(Benzyloxycarbonyl)piperidin-4-yloxy]phenyl methylene]thiazolidine-2,4-dione), ice water, [Mg] (magnesium). The solvent is CO (methanol). Reaction conditions: time 1 hour. Yields the product C(C1=CC=CC=C1)OC(=O)N1CCC(CC1)OC1=CC=C(C=C1)CC1C(NC(S1)=O)=O (5-[4-[1-(Benzyloxycarbonyl)piperidin-4-yloxy]phenyl methyl]thiazolidine-2,4-dione). The yield is 59.7%. Reaction SMILES: [CH2:1]([O:8][C:9]([N:11]1[CH2:16][CH2:15][CH:14]([O:17][C:18]2[CH:23]=[CH:22][C:21]([CH:24]=[C:25]3[S:29][C:28](=[O:30])[NH:27][C:26]3=[O:31])=[CH:20][CH:19]=2)[CH2:13][CH2:12]1)=[O:10])[C:2]1[CH:7]=[CH:6][CH:5]=[CH:4][CH:3]=1.[Mg].Cl>CO>[CH2:1]([O:8][C:9]([N:11]1[CH2:12][CH2:13][CH:14]([O:17][C:18]2[CH:23]=[CH:22][C:21]([CH2:24][CH:25]3[S:29][C:28](=[O:30])[NH:27][C:26]3=[O:31])=[CH:20][CH:19]=2)[CH2:15][CH2:16]1)=[O:10])[C:2]1[CH:7]=[CH:6][CH:5]=[CH:4][CH:3]=1. Reported procedure: To a stirred suspension of the product (4 g) obtained in example 1 in methanol (40 ml) at room temperature, magnesium turnings (3.8 g) were added and the reaction mixture was stirred at the same temperature for 1 h. The reaction mixture was added to ice water (20 ml), the pH was adjusted to 6.5-7.0 using 10% aqueous hydrochloric acid and the solution was extracted with chloroform (3×100 ml). The combined organic extract was washed with H2O, dried (CaCl2) and the solvent was removed under reduced... Starting materials: OC1=C(C=O)C=C(C=C1)O (2,5-dihydroxy-benzaldehyde), O1CCCC=C1 (3,4-dihydro-2H-pyran), C1(=CC=C(C=C1)S(=O)(=O)[O-])C.[NH+]1=CC=CC=C1 (pyridinium p-toluenesulfonate). Solvent: C(Cl)Cl (CH2Cl2). The product is OC1=C(C=O)C=C(C=C1)OC1OCCCC1 (2-Hydroxy-5-(tetrahydro-pyran-2-yloxy)-benzaldehyde). Reaction SMILES: [OH:1][C:2]1[CH:9]=[CH:8][C:7]([OH:10])=[CH:6][C:3]=1[CH:4]=[O:5].[O:11]1[CH:16]=[CH:15][CH2:14][CH2:13][CH2:12]1.C1(C)C=CC(S([O-])(=O)=O)=CC=1.[NH+]1C=CC=CC=1>C(Cl)Cl>[OH:1][C:2]1[CH:9]=[CH:8][C:7]([O:10][CH:12]2[CH2:13][CH2:14][CH2:15][CH2:16][O:11]2)=[CH:6][C:3]=1[CH:4]=[O:5] |f:2.3|. Procedure details: A solution of 2,5-dihydroxy-benzaldehyde (152 mmol), 3,4-dihydro-2H-pyran (167 mmol) and a catalytic amount of pyridinium p-toluenesulfonate in CH2Cl2 (480 mL) was left overnight at room temperature. The organic phase was washed with 1 N Na7CO3 (aq) (3×100 mL) and dried (Na2SO4). Evaporation in vacuo gave the desired product as brown crystals that was used without further purification. 1H-NMR (CDCl3) δ 10.72 (s, 1H), 9.88 (s, 1H), 7.32-7.29 (m, 2H), 6.96 (d, 1H), 5.38 (bs, 1H), 3.99-3.91 (m, 1H)... Starting materials: NC(=O)C=1C=C(C=CC1)B(O)O (3-(aminocarbonyl)phenyl boronic acid), IC1=C(C=C(C#N)C=C1)C(F)(F)F (4-iodo-3-(trifluoromethyl)benzonitrile). The reagents and catalysts are C=1C=CC(=CC1)[P](C=2C=CC=CC2)(C=3C=CC=CC3)[Pd]([P](C=4C=CC=CC4)(C=5C=CC=CC5)C=6C=CC=CC6)([P](C=7C=CC=CC7)(C=8C=CC=CC8)C=9C=CC=CC9)[P](C=1C=CC=CC1)(C=1C=CC=CC1)C=1C=CC=CC1 (Pd(PPh3)4). Solvent: C1(=CC=CC=C1)C.CCO (PhMe EtOH). The product is C(#N)C1=CC(=C(C=C1)C1=CC(=CC=C1)C(=O)N)C(F)(F)F (4′-cyano-2′-(trifluoromethyl)-3-biphenylcarboxamide). RXN SMILES: [NH2:1][C:2]([C:4]1[CH:5]=[C:6](B(O)O)[CH:7]=[CH:8][CH:9]=1)=[O:3].I[C:14]1[CH:21]=[CH:20][C:17]([C:18]#[N:19])=[CH:16][C:15]=1[C:22]([F:25])([F:24])[F:23]>C1C=CC([P]([Pd]([P](C2C=CC=CC=2)(C2C=CC=CC=2)C2C=CC=CC=2)([P](C2C=CC=CC=2)(C2C=CC=CC=2)C2C=CC=CC=2)[P](C2C=CC=CC=2)(C2C=CC=CC=2)C2C=CC=CC=2)(C2C=CC=CC=2)C2C=CC=CC=2)=CC=1.C1(C)C=CC=CC=1.CCO>[C:18]([C:17]1[CH:20]=[CH:21][C:14]([C:6]2[CH:7]=[CH:8][CH:9]=[C:4]([C:2]([NH2:1])=[O:3])[CH:5]=2)=[C:15]([C:22]([F:23])([F:24])[F:25])[CH:16]=1)#[N:19] |f:3.4,^1:29,31,50,69|. Procedure: The title compound was synthesized from 3-(aminocarbonyl)phenyl boronic acid and 4-iodo-3-(trifluoromethyl)benzonitrile (I-IX-6) according to the procedure described for Ex IX-10, using Pd(PPh3)4 catalyst and PhMe/EtOH (4:1) as organic cosolvents. LC/MS (method A) 2.18 min, m/z 291 (M+H). Reactants: Cl (HCl), O1C(=CC=C1)C(=O)OC (methyl 2-furoate), [H-].[Na+] (NaH), CC(=O)C (acetone). Solvent: C(C)OCC (diethyl ether). Product: O1C(=CC=C1)C(=O)CC(C)=O ((2-Furoyl)acetone). Isolated yield 99.6%. RXN SMILES: [O:1]1[CH:5]=[CH:4][CH:3]=[C:2]1[C:6]([O:8]C)=O.[H-].[Na+].[CH3:12][C:13]([CH3:15])=[O:14].Cl>C(OCC)C>[O:1]1[CH:5]=[CH:4][CH:3]=[C:2]1[C:6]([CH2:12][C:13](=[O:14])[CH3:15])=[O:8] |f:1.2|. Procedure: 4.27 ml (5.04 g, 40 mmol) methyl 2-furoate was added to a suspension of NaH (made from 3.83 g commercial NaH slurry by removal of the mineral oil with pentane) in 30 ml anhydrous diethyl ether. To this was added, so as to maintain the temperature below 30° C., 5.87 ml (4.64 g, 80 mmol) acetone (dried over CaCl2). This mixture was heated under reflux for 2 h, cooled, and divided between diethyl ether and 3M HCl. The ether layer was washed with brine, dried (MgSO4), and concentrated to yield 6.06 ... Reactants: COC(CCCC#CC1=CC=CC2=C1NCCNC2=O)=O (6-(5-Oxo-2,3,4,5-tetrahydro-1H-benzo[e][1,4]diazepin-9-yl)-hex-5-ynoic acid methyl ester), CC#N (CH3CN). Reagents/catalysts: [Pd](Cl)Cl (Palladium chloride). Reaction conditions: temperature 75 celsius. Product: COC(CCC\C(=C\C1=CC=CC2=C1NCCNC2=O)\C)=O ((E)-5-Methyl-6-(5-oxo-2,3,4,5-tetrahydro-1H-benzo[e][1,4]diazepin-9-yl)-hex-5-enoic Acid Methyl Ester). Isolated yield 88.0%. Reaction SMILES: [CH3:1][O:2][C:3](=[O:21])[CH2:4][CH2:5][CH2:6][C:7]#[C:8][C:9]1[C:14]2[NH:15][CH2:16][CH2:17][NH:18][C:19](=[O:20])[C:13]=2[CH:12]=[CH:11][CH:10]=1.[CH3:22]C#N>[Pd](Cl)Cl>[CH3:1][O:2][C:3](=[O:21])[CH2:4][CH2:5][CH2:6]/[C:7](/[CH3:22])=[CH:8]/[C:9]1[C:14]2[NH:15][CH2:16][CH2:17][NH:18][C:19](=[O:20])[C:13]=2[CH:12]=[CH:11][CH:10]=1. Procedure details: Palladium chloride (0.418 mmol, 0.074 g) was added to a solution of 6-(5-Oxo-2,3,4,5-tetrahydro-1H-benzo[e][1,4]diazepin-9-yl)-hex-5-ynoic acid methyl ester (8.36 mmol, 2.39 g) in 50 mL CH3CN. The reaction mixture was heated at 70-80° C. for 2.5 h. The solvent was removed and the residue was purified by flash silica gel chromatography eluting with a gradient of 0-5% MeOH in EtOAc to give 2.11 g (88%) of a yellow solid: mp=175-176° C.; 1H NMR (DMSO-d6) δ 1.86-1.98 (m, 2H), 2.43 (t, 2H, J=6.0 Hz),... Reactants: CC(C)Oc1cc(OCc2ccccc2)ccc1OC(=O)c1ccccc1, CCOC(C)=O, CCO. Product: CC(C)Oc1cc(O)ccc1OC(=O)c1ccccc1. As a reaction SMILES: [C:1]([c:2]1[cH:3][cH:4][cH:5][cH:6][cH:7]1)(=[O:8])[O:9][c:10]1[c:11]([O:24][CH:25]([CH3:26])[CH3:27])[cH:12][c:13]([O:16][CH2:17][c:18]2[cH:19][cH:20][cH:21][cH:22][cH:23]2)[cH:14][cH:15]1.[CH3:28][CH2:29][O:30][C:31]([CH3:32])=[O:33].[CH3:34][CH2:35][OH:36]>>[C:1]([c:2]1[cH:3][cH:4][cH:5][cH:6][cH:7]1)(=[O:8])[O:9][c:10]1[c:11]([O:24][CH:25]([CH3:26])[CH3:27])[cH:12][c:13]([OH:16])[cH:14][cH:15]1. Reactants: C(C)(=O)O[C@@H]1CC2=CC[C@H]3[C@@H]4CC[C@@H]([C@@]4(C)CC[C@@H]3[C@]2(CC1)COC(C)=O)OC(C)=O (5-androstene-3β,17β,19-triol triacetate). Solvent: O (water), CO (methanol), C([O-])([O-])=O.[K+].[K+] (potassium carbonate). Run at time 2 hour. Yields the product C(C)(=O)O[C@@H]1[C@]2(C)[C@@H](CC1)[C@@H]1CC=C3C[C@H](CC[C@]3(CO)[C@H]1CC2)O (5-androstene-3β,17β,19-triol 17-acetate). Reaction SMILES: C([O:4][C@H:5]1[CH2:22][CH2:21][C@@:20]2([CH2:23][O:24]C(=O)C)[C:7](=[CH:8][CH2:9][C@@H:10]3[C@@H:19]2[CH2:18][CH2:17][C@@:15]2([CH3:16])[C@H:11]3[CH2:12][CH2:13][C@@H:14]2[O:28][C:29](=[O:31])[CH3:30])[CH2:6]1)(=O)C>CO.C(=O)([O-])[O-].[K+].[K+].O>[C:29]([O:28][C@H:14]1[CH2:13][CH2:12][C@H:11]2[C@H:10]3[C@H:19]([CH2:18][CH2:17][C@:15]12[CH3:16])[C@:20]1([CH2:23][OH:24])[C:7]([CH2:6][C@@H:5]([OH:4])[CH2:22][CH2:21]1)=[CH:8][CH2:9]3)(=[O:31])[CH3:30] |f:2.3.4|. Procedure details: A solution of 5-androstene-3β,17β,19-triol triacetate in methanol and potassium carbonate in water is combined and stirred at room temperature for a period of about 2 hours. The solution is poured onto water and the solid which forms is collected by filtration. Crystallization of this solid from an acetone solution yields 5-androstene-3β,17β,19-triol 17-acetate. The reactants are FC1=CC=C(C=C1)C1(CCC(CC1)=O)C1=CC=C(C=C1)F (4,4-bis(p-fluorophenyl)cyclohexanone), N1CCC(CC1)N1C(NC2=C1C=CC=C2)=O (1-(4-piperidyl)-2-benzimidazolinone), C1(=CC=C(C=C1)S(=O)(=O)O)C (p-toluenesulfonic acid), C=1(C(=CC=CC1)C)C (xylene). The solvent is O (water). Yields the product FC1=CC=C(C=C1)C1(CCC(CC1)N1CCC(CC1)N1C(NC2=C1C=CC=C2)=O)C2=CC=C(C=C2)F (1-[1-(4,4-bis(p-fluorophenyl)cyclohexyl)-4-piperidyl]- 2-benzimidazolinone). Reaction SMILES: [F:1][C:2]1[CH:7]=[CH:6][C:5]([C:8]2([C:15]3[CH:20]=[CH:19][C:18]([F:21])=[CH:17][CH:16]=3)[CH2:13][CH2:12][C:11](=O)[CH2:10][CH2:9]2)=[CH:4][CH:3]=1.[NH:22]1[CH2:27][CH2:26][CH:25]([N:28]2[C:32]3[CH:33]=[CH:34][CH:35]=[CH:36][C:31]=3[NH:30][C:29]2=[O:37])[CH2:24][CH2:23]1.C1(C)C=CC(S(O)(=O)=O)=CC=1.C1(C)C(C)=CC=CC=1>O>[F:1][C:2]1[CH:7]=[CH:6][C:5]([C:8]2([C:15]3[CH:16]=[CH:17][C:18]([F:21])=[CH:19][CH:20]=3)[CH2:13][CH2:12][CH:11]([N:22]3[CH2:23][CH2:24][CH:25]([N:28]4[C:32]5[CH:33]=[CH:34][CH:35]=[CH:36][C:31]=5[NH:30][C:29]4=[O:37])[CH2:26][CH2:27]3)[CH2:10][CH2:9]2)=[CH:4][CH:3]=1. Reported procedure: A mixture of 10 g of 4,4-bis(p-fluorophenyl)cyclohexanone, 6.6 g of 1-(4-piperidyl)-2-benzimidazolinone, 0.2 g of p-toluenesulfonic acid and 80 ml of xylene is stirred under reflux for 34 hours, the water formed being removed. The xylene is then removed under reduced pressure, and to the residue is added 200 ml of methanol and 10 ml of water. To the resulting mixture is added dropwise 15 g of sodium borohydride at about 20° C with cooling. After the addition is complete, the mixture is stirred u...